From a dataset of the Open Reaction Database (ORD), a public repository of structured organic reaction records. describe an organic reaction: reactants, conditions, products, and yield Starting materials: C[P+](C)(C)CC#N, CCC#N, CCN(C(C)C)C(C)C, Clc1ccc(N2CCNCC2)cc1, Cl, [I-], CC(C)N1CC(=O)Nc2cc(CO)cnc21. The product is CC(C)N1CC(=O)Nc2cc(CN3CCN(c4ccc(Cl)cc4)CC3)cnc21. RXN SMILES: [C:18]([CH2:19][P+:20]([CH3:21])([CH3:22])[CH3:23])#[N:24].[C:48](#[N:49])[CH2:50][CH3:51].[CH:25]([N:26]([CH2:27][CH3:28])[CH:29]([CH3:30])[CH3:31])([CH3:32])[CH3:33].[Cl:35][c:36]1[cH:37][cH:38][c:39]([N:42]2[CH2:43][CH2:44][NH:45][CH2:46][CH2:47]2)[cH:40][cH:41]1.[ClH:34].[I-:17].[OH:1][CH2:2][c:3]1[cH:4][c:5]2[c:6]([n:15][cH:16]1)[N:7]([CH:12]([CH3:13])[CH3:14])[CH2:8][C:9](=[O:11])[NH:10]2>>[CH2:2]([c:3]1[cH:4][c:5]2[c:6]([n:15][cH:16]1)[N:7]([CH:12]([CH3:13])[CH3:14])[CH2:8][C:9](=[O:11])[NH:10]2)[N:45]1[CH2:44][CH2:43][N:42]([c:39]2[cH:38][cH:37][c:36]([Cl:35])[cH:41][cH:40]2)[CH2:47][CH2:46]1. The reactants are ClCCl, CCOCC, Nc1ccccc1, O=C1OC(=O)c2c(Cl)c(Sc3ccccc3)c(Sc3ccccc3)c(Cl)c21. As a reaction SMILES: [CH2:28]([Cl:29])[Cl:30].[CH3:38][CH2:39][O:40][CH2:41][CH3:42].[NH2:31][c:32]1[cH:33][cH:34][cH:35][cH:36][cH:37]1.[c:1]1([S:7][c:8]2[c:9]([Cl:27])[c:10]3[c:11]([c:17]([Cl:26])[c:18]2[S:19][c:20]2[cH:21][cH:22][cH:23][cH:24][cH:25]2)[C:12](=[O:13])[O:14][C:15]3=[O:16])[cH:2][cH:3][cH:4][cH:5][cH:6]1>>[c:1]1([S:7][c:8]2[c:9]([Cl:27])[c:10]([C:15](=[O:16])[NH:31][c:32]3[cH:33][cH:34][cH:35][cH:36][cH:37]3)[c:11]([C:12](=[O:13])[OH:14])[c:17]([Cl:26])[c:18]2[S:19][c:20]2[cH:21][cH:22][cH:23][cH:24][cH:25]2)[cH:2][cH:3][cH:4][cH:5][cH:6]1. Yields the product O=C(O)c1c(Cl)c(Sc2ccccc2)c(Sc2ccccc2)c(Cl)c1C(=O)Nc1ccccc1. The reactants are FC=1C=CC2=C(C1)[C@H]1OCCN[C@@H]1CCO2 (trans-10-fluoro-3,4,4a,5,6,11b-hexahydro-2H-[1]benzoxepino[5,4-b]-1,4-oxazine), O1[C@H]2[C@H](NCC1)CCOC1=C2C=CC=C1 (trans-3,4,4a,5,6,11b-hexahydro-2H-[1]benzoxepino[5,4-b]-1,4-oxazine), Cl (hydrogen chloride). The product is Cl.FC=1C=CC2=C(C1)[C@H]1OCCN([C@@H]1CCO2)C (trans-10-fluoro-3,4,4a,5,6,11b-hexahydro-4-methyl-2H-[1]benzoxepino[5,4-b]-1,4-oxazine hydrochloride). Reaction SMILES: [F:1][C:2]1[CH:3]=[CH:4][C:5]2[O:16][CH2:15][CH2:14][C@@H:13]3[C@H:8]([O:9][CH2:10][CH2:11][NH:12]3)[C:6]=2[CH:7]=1.O1CCN[C@@H]2CCOC3C=CC=CC=3[C@@H:18]12.[ClH:32]>>[ClH:32].[F:1][C:2]1[CH:3]=[CH:4][C:5]2[O:16][CH2:15][CH2:14][C@@H:13]3[C@H:8]([O:9][CH2:10][CH2:11][N:12]3[CH3:18])[C:6]=2[CH:7]=1 |f:3.4|. Procedure details: In a similar way, substituting trans-10-fluoro-3,4,4a,5,6,11b-hexahydro-2H-[1]benzoxepino[5,4-b]-1,4-oxazine for the trans-3,4,4a,5,6,11b-hexahydro-2H-[1]benzoxepino[5,4-b]-1,4-oxazine above and using hydrogen chloride instead of maleic acid, results in the formation of trans-10-fluoro-3,4,4a,5,6,11b-hexahydro-4-methyl-2H-[1]benzoxepino[5,4-b]-1,4-oxazine hydrochloride having a mp. of 244°-245° C. The reactants are CC(=O)c1cccc(OCC2CO2)c1, CC(C)O, [H][H]. Product: CC(O)c1cccc(OCC2CO2)c1. RXN SMILES: [C:1]([CH3:2])(=[O:3])[c:4]1[cH:5][c:6]([O:10][CH2:11][CH:12]2[CH2:13][O:14]2)[cH:7][cH:8][cH:9]1.[CH3:17][CH:18]([OH:19])[CH3:20].[H:15][H:16]>>[CH:1]([CH3:2])([OH:3])[c:4]1[cH:5][c:6]([O:10][CH2:11][CH:12]2[CH2:13][O:14]2)[cH:7][cH:8][cH:9]1. Reactants: FC=1C=C2C(=CNC2=C(C1)F)C=1CCN(CC1)C (5,7-difluoro-3-(1-methyl-1,2,3,6-tetrahydro-4-pyridinyl)-1H-indole), FC1=CC=C(C(=O)Cl)C=C1 (4-fluorobenzoyl chloride), C[Si](C)(C)[N-][Si](C)(C)C.[Na+] (NaN(TMS)2). The solvent is C1CCOC1 (THF). The product is FC=1C=C2C(=CN(C2=C(C1)F)C(C1=CC=C(C=C1)F)=O)C=1CCN(CC1)C (5,7-Difluoro-1-(4-fluorobenzoyl)-3-(1-methyl-1,2,3,6-tetrahydro-4-pyridinyl)indole). RXN SMILES: [F:1][C:2]1[CH:3]=[C:4]2[C:8](=[C:9]([F:11])[CH:10]=1)[NH:7][CH:6]=[C:5]2[C:12]1[CH2:13][CH2:14][N:15]([CH3:18])[CH2:16][CH:17]=1.[F:19][C:20]1[CH:28]=[CH:27][C:23]([C:24](Cl)=[O:25])=[CH:22][CH:21]=1.C[Si]([N-][Si](C)(C)C)(C)C.[Na+]>C1COCC1>[F:1][C:2]1[CH:3]=[C:4]2[C:8](=[C:9]([F:11])[CH:10]=1)[N:7]([C:24](=[O:25])[C:23]1[CH:27]=[CH:28][C:20]([F:19])=[CH:21][CH:22]=1)[CH:6]=[C:5]2[C:12]1[CH2:13][CH2:14][N:15]([CH3:18])[CH2:16][CH:17]=1 |f:2.3|. Procedure details: (6.3 mg, 42%); from 5,7-difluoro-3-(1-methyl-1,2,3,6-tetrahydro-4-pyridinyl)-1H-indole (Example 4g, 10 mg, 0.04 mmol) and 4-fluorobenzoyl chloride (9.5 mg, 0.06 mmol) with 1M NaN(TMS)2 (60 μL, 0.06 mmol) in THF (0.5 mL) at RT. Starting materials: C(=O)(O)C12CCC(CC1)(CC2)NCC(=O)N2[C@@H](C[C@@H](C2)F)C#N ((2S,4S)-1-[[N-(4-carboxybicyclo[2.2.2]oct-1-yl)amino]acetyl]-4-fluoropyrrolidine-2-carbonitrile), NC1=CC=C(C=C1)N1CCCCC1 (N-(4-aminophenyl)piperidine). The product is F[C@H]1C[C@H](N(C1)C(CNC12CCC(CC1)(CC2)C(=O)NC2=CC=C(C=C2)N2CCCCC2)=O)C#N ((2S,4S)-4-fluoro-1-[[N-[4-[N-(4-piperidinylphenyl)amino]carbonylbicyclo[2.2.2]oct-1-yl]amino]acetyl]pyrrolidine-2-carbonitrile). Isolated yield 19.6%. Reaction SMILES: [C:1]([C:4]12[CH2:11][CH2:10][C:7]([NH:12][CH2:13][C:14]([N:16]3[CH2:20][C@@H:19]([F:21])[CH2:18][C@H:17]3[C:22]#[N:23])=[O:15])([CH2:8][CH2:9]1)[CH2:6][CH2:5]2)([OH:3])=O.[NH2:24][C:25]1[CH:30]=[CH:29][C:28]([N:31]2[CH2:36][CH2:35][CH2:34][CH2:33][CH2:32]2)=[CH:27][CH:26]=1>>[F:21][C@@H:19]1[CH2:20][N:16]([C:14](=[O:15])[CH2:13][NH:12][C:7]23[CH2:10][CH2:11][C:4]([C:1]([NH:24][C:25]4[CH:26]=[CH:27][C:28]([N:31]5[CH2:36][CH2:35][CH2:34][CH2:33][CH2:32]5)=[CH:29][CH:30]=4)=[O:3])([CH2:5][CH2:6]2)[CH2:9][CH2:8]3)[C@H:17]([C:22]#[N:23])[CH2:18]1. Procedure details: In a similar manner to Example 63, (2S,4S)-1-[[N-(4-carboxybicyclo[2.2.2]oct-1-yl)amino]acetyl]-4-fluoropyrrolidine-2-carbonitrile (50.0 mg) and N-(4-aminophenyl)piperidine (61.4 mg) were used to obtain (2S,4S)-4-fluoro-1-[[N-[4-[N-(4-piperidinylphenyl)amino]carbonylbicyclo[2.2.2]oct-1-yl]amino]acetyl]pyrrolidine-2-carbonitrile (14.6 mg). The reactants are Br, O=C(CNCCCNC(=O)c1[nH]c(-c2ccccc2)c2cc(Cl)ccc12)OCc1ccccc1, CCOCC, CC(=O)O. The product is CNCCCNC(=O)c1[nH]c(-c2ccccc2)c2cc(Cl)ccc12. As a reaction SMILES: [BrH:35].[CH2:1]([O:2][C:3](=[O:4])[CH2:11][NH:12][CH2:13][CH2:14][CH2:15][NH:16][C:17](=[O:18])[c:19]1[nH:20][c:21](-[c:29]2[cH:30][cH:31][cH:32][cH:33][cH:34]2)[c:22]2[cH:23][c:24]([Cl:28])[cH:25][cH:26][c:27]12)[c:5]1[cH:6][cH:7][cH:8][cH:9][cH:10]1.[CH3:36][CH2:37][O:38][CH2:39][CH3:40].[CH3:41][C:42](=[O:43])[OH:44]>>[CH3:11][NH:12][CH2:13][CH2:14][CH2:15][NH:16][C:17](=[O:18])[c:19]1[nH:20][c:21](-[c:29]2[cH:30][cH:31][cH:32][cH:33][cH:34]2)[c:22]2[cH:23][c:24]([Cl:28])[cH:25][cH:26][c:27]12. Reactants: [H-].[Al+3].[Li+].[H-].[H-].[H-] (lithium aluminium hydride), Cl (hydrochloric acid), C(C)(=O)OC1=CC=C(C=C1)C1=C(C(OC2=CC(=CC=C12)OC)=O)C1=CC=CC=C1 (4-(4-Acetoxyphenyl)-7-methoxy-3-phenyl-coumarin), O (Water). Run in O1CCCC1 (tetrahydrofuran), C1(=CC=CC=C1)C (toluene). Run at time 3 hour. Product: OC1=CC=C(C=C1)C1=C(COC2=CC(=CC=C12)OC)C1=CC=CC=C1 (4-(4-Hydroxyphenyl)-7-methoxy-3-phenyl-3-chromene). As a reaction SMILES: C([O:4][C:5]1[CH:10]=[CH:9][C:8]([C:11]2[C:20]3[C:15](=[CH:16][C:17]([O:21][CH3:22])=[CH:18][CH:19]=3)[O:14][C:13](=O)[C:12]=2[C:24]2[CH:29]=[CH:28][CH:27]=[CH:26][CH:25]=2)=[CH:7][CH:6]=1)(=O)C.[H-].[Al+3].[Li+].[H-].[H-].[H-].O.Cl>C1(C)C=CC=CC=1.O1CCCC1>[OH:4][C:5]1[CH:6]=[CH:7][C:8]([C:11]2[C:20]3[C:15](=[CH:16][C:17]([O:21][CH3:22])=[CH:18][CH:19]=3)[O:14][CH2:13][C:12]=2[C:24]2[CH:25]=[CH:26][CH:27]=[CH:28][CH:29]=2)=[CH:9][CH:10]=1 |f:1.2.3.4.5.6|. Procedure: 4-(4-Acetoxyphenyl)-7-methoxy-3-phenyl-coumarin (180 g) was dissolved in toluene (2.1 l) at 70° C. and added to a suspension of lithium aluminium hydride (35.4 g) in tetrahydrofuran (2.1 l). The reaction mixture was kept below 60° C. during the addition. The reaction mixture was cooled down to room temperature. Water (45 ml) was carefully added and then 5 M hydrochloric acid (1.2 l). The mixture was heated to 60-65° C. and stirred at for 3 hours. The organic phase was separated. The aqueous phas...